This data is from the Open Reaction Database (ORD), a public repository of structured organic reaction records. The task is: describe an organic reaction: reactants, conditions, products, and yield Reactants: BrC1=CC=C(C=C1)N1CCN(CC1)S(=O)(=O)/C=C/CCCC1=NC=CC=N1 (2-((E)-5-[4-(4-bromophenyl)piperazino]sulfonylpent-4-enyl)pyrimidine), NO (Hydroxylamine), C1CCOC1 (THF). Run at time 8 hour. Yields the product BrC1=CC=C(C=C1)N1CCN(CC1)S(=O)(=O)CC(CCCC1=NC=CC=N1)N(C=O)O (N-[1-([4-(4-bromophenyl)piperazino]sulfonylmethyl)-4-pyrimidin-2-ylbutyl]-N-hydroxyformamide). Reaction SMILES: [Br:1][C:2]1[CH:7]=[CH:6][C:5]([N:8]2[CH2:13][CH2:12][N:11]([S:14](/[CH:17]=[CH:18]/[CH2:19][CH2:20][CH2:21][C:22]3[N:27]=[CH:26][CH:25]=[CH:24][N:23]=3)(=[O:16])=[O:15])[CH2:10][CH2:9]2)=[CH:4][CH:3]=1.[NH2:28][OH:29].C1[CH2:34][O:33]CC1>>[Br:1][C:2]1[CH:3]=[CH:4][C:5]([N:8]2[CH2:13][CH2:12][N:11]([S:14]([CH2:17][CH:18]([N:28]([OH:29])[CH:34]=[O:33])[CH2:19][CH2:20][CH2:21][C:22]3[N:27]=[CH:26][CH:25]=[CH:24][N:23]=3)(=[O:16])=[O:15])[CH2:10][CH2:9]2)=[CH:6][CH:7]=1. Procedure details: To a stirred solution of the 2-((E)-5-[4-(4-bromophenyl)piperazino]sulfonylpent-4-enyl)pyrimidine (451 mg, 1.0 mmol) in THF (10 ml) was added Hydroxylamine (50% solution in water, 500 μl) and the mixture stirred overnight. The solvents were removed in vacuo, azeotroping with toluene (3×) to give the N-[1-([4-(4-bromophenyl)piperazino]sulfonylmethyl)-4-pyrimidin-2-ylbutyl]hydroxylamine (497 mg, quantitative) Starting materials: CC(C)CN(C(CO)CCCNC(=O)C(NC(=O)OC(C)(C)C)C(c1ccccc1)c1ccccc1)S(=O)(=O)c1ccc(N)cc1, ClCCl, O=C(O)C(F)(F)F. Product: CC(C)CN(C(CO)CCCNC(=O)C(N)C(c1ccccc1)c1ccccc1)S(=O)(=O)c1ccc(N)cc1. Reaction SMILES: [C:1]([O:2][C:3](=[O:4])[NH:7][CH:8]([CH:9]([c:10]1[cH:11][cH:12][cH:13][cH:14][cH:15]1)[c:16]1[cH:17][cH:18][cH:19][cH:20][cH:21]1)[C:22]([NH:23][CH2:24][CH2:25][CH2:26][CH:27]([CH2:28][OH:29])[N:30]([CH2:31][CH:32]([CH3:33])[CH3:34])[S:35](=[O:36])(=[O:37])[c:38]1[cH:39][cH:40][c:41]([NH2:44])[cH:42][cH:43]1)=[O:45])([CH3:5])([CH3:6])[CH3:46].[Cl:54][CH2:55][Cl:56].[OH:47][C:48]([C:49]([F:50])([F:51])[F:52])=[O:53]>>[NH2:7][CH:8]([CH:9]([c:10]1[cH:11][cH:12][cH:13][cH:14][cH:15]1)[c:16]1[cH:17][cH:18][cH:19][cH:20][cH:21]1)[C:22]([NH:23][CH2:24][CH2:25][CH2:26][CH:27]([CH2:28][OH:29])[N:30]([CH2:31][CH:32]([CH3:33])[CH3:34])[S:35](=[O:36])(=[O:37])[c:38]1[cH:39][cH:40][c:41]([NH2:44])[cH:42][cH:43]1)=[O:45].